From a dataset of the Open Reaction Database (ORD), a public repository of structured organic reaction records. describe an organic reaction: reactants, conditions, products, and yield Starting materials: [N+](=O)([O-])C1=CC=C(C=C1)C1=NOC(=C1)CO ([3-(4-nitro-phenyl)-isoxazol-5-yl]-methanol), [H][H] (hydrogen). Reagents/catalysts: [Pd] (Pd/C). The solvent is C(C)O (ethanol). Yields the product NC1=CC=C(C=C1)C1=NOC(=C1)CO ([3-(4-amino-phenyl)-isoxazol-5-yl]-methanol). Reaction SMILES: [N+:1]([C:4]1[CH:9]=[CH:8][C:7]([C:10]2[CH:14]=[C:13]([CH2:15][OH:16])[O:12][N:11]=2)=[CH:6][CH:5]=1)([O-])=O.[H][H]>[Pd].C(O)C>[NH2:1][C:4]1[CH:5]=[CH:6][C:7]([C:10]2[CH:14]=[C:13]([CH2:15][OH:16])[O:12][N:11]=2)=[CH:8][CH:9]=1. Reported procedure: [3-(4-nitro-phenyl)-isoxazol-5-yl]-methanol (300 mg, 1.58 mmol) was placed in a 250-ml Parr reactor flask, to which were added 50 ml of ethanol and 10 wt % Pd/C. The mixture was reacted under 40 psi of hydrogen in the Parr reactor for about 1 hour. The completion of the reaction was confirmed by TLC, and then a filtrate by means of a celite placed was distilled under reduced pressure to obtain a yellow solid compound. This was recrystallized from ethyl acetate/hexane (1:2) to obtain [3-(4-amino-... Starting materials: C=O (formaldehyde), N1CCOCC1 (morpholine), C[Si](C)(C)N=[N+]=[N-] (trimethylsilylazide), FC(C1=CC=C(C=C1)[N+]#[C-])(F)F (4-(trifluoromethyl)phenyl isocyanide). The solvent is CO (methanol). Reaction conditions: time 45 hour. The product is FC(C1=CC=C(C=C1)N1N=NN=C1CN1CCOCC1)(F)F (4-({1-[4-(Trifluoromethyl)phenyl]-1H-tetrazol-5-yl}methyl)morpholine). As a reaction SMILES: [CH2:1]=O.[NH:3]1[CH2:8][CH2:7][O:6][CH2:5][CH2:4]1.C[Si]([N:13]=[N+:14]=[N-:15])(C)C.[F:16][C:17]([F:27])([F:26])[C:18]1[CH:23]=[CH:22][C:21]([N+:24]#[C-:25])=[CH:20][CH:19]=1>CO>[F:16][C:17]([F:26])([F:27])[C:18]1[CH:19]=[CH:20][C:21]([N:24]2[C:25]([CH2:1][N:3]3[CH2:8][CH2:7][O:6][CH2:5][CH2:4]3)=[N:15][N:14]=[N:13]2)=[CH:22][CH:23]=1. Procedure: To a solution of formaldehyde (37% in water) (0.074 ml, 1 mmol) in methanol (2 ml) was added morpholine (0.087 ml, 1.000 mmol). The reaction mixture was stirred at room temperature for 2 hours before the addition of trimethylsilylazide (0.159 ml, 1.200 mmol) and 4-(trifluoromethyl)phenyl isocyanide (0.205 g, 1.200 mmol). The reaction mixture was stirred at room temperature for 45 hours.